From a dataset of the Open Reaction Database (ORD), a public repository of structured organic reaction records. describe an organic reaction: reactants, conditions, products, and yield Starting materials: O=S(=O)(Nc1nccs1)c1ccc(Br)cc1F, C1COCCO1, CC(C)(C)[O-], CC1(C)c2cccc(P(c3ccccc3)c3ccccc3)c2Oc2c(P(c3ccccc3)c3ccccc3)cccc21, CNCc1ccc(OC)cc1OC, [Na+], O=C(C=Cc1ccccc1)C=Cc1ccccc1, O=C(C=Cc1ccccc1)C=Cc1ccccc1, O=C(C=Cc1ccccc1)C=Cc1ccccc1, [Pd], [Pd]. Product: COc1ccc(CN(C)c2ccc(S(=O)(=O)Nc3nccs3)c(F)c2)c(OC)c1. As a reaction SMILES: [Br:1][c:2]1[cH:3][c:4]([F:17])[c:5]([S:8](=[O:9])(=[O:10])[NH:11][c:12]2[s:13][cH:14][cH:15][n:16]2)[cH:6][cH:7]1.[CH2:66]1[O:67][CH2:68][CH2:69][O:70][CH2:71]1.[CH3:18][C:19]([CH3:20])([O-:21])[CH3:22].[CH3:24][C:25]1([CH3:26])[c:27]2[cH:28][cH:29][cH:30][c:31]([P:32]([c:33]3[cH:34][cH:35][cH:36][cH:37][cH:38]3)[c:39]3[cH:40][cH:41][cH:42][cH:43][cH:44]3)[c:45]2[O:46][c:47]2[c:48]1[cH:49][cH:50][cH:51][c:52]2[P:53]([c:54]1[cH:55][cH:56][cH:57][cH:58][cH:59]1)[c:60]1[cH:61][cH:62][cH:63][cH:64][cH:65]1.[CH3:72][O:73][c:74]1[c:75]([CH2:76][NH:77][CH3:78])[cH:79][cH:80][c:81]([O:83][CH3:84])[cH:82]1.[Na+:23].[O:105]=[C:106]([CH:107]=[CH:108][c:109]1[cH:110][cH:111][cH:112][cH:113][cH:114]1)[CH:115]=[CH:116][c:117]1[cH:118][cH:119][cH:120][cH:121][cH:122]1.[O:123]=[C:124]([CH:125]=[CH:126][c:127]1[cH:128][cH:129][cH:130][cH:131][cH:132]1)[CH:133]=[CH:134][c:135]1[cH:136][cH:137][cH:138][cH:139][cH:140]1.[O:87]=[C:88]([CH:89]=[CH:90][c:91]1[cH:92][cH:93][cH:94][cH:95][cH:96]1)[CH:97]=[CH:98][c:99]1[cH:100][cH:101][cH:102][cH:103][cH:104]1.[Pd:85].[Pd:86]>>[c:2]1([N:77]([CH2:76][c:75]2[c:74]([O:73][CH3:72])[cH:82][c:81]([O:83][CH3:84])[cH:80][cH:79]2)[CH3:78])[cH:3][c:4]([F:17])[c:5]([S:8](=[O:9])(=[O:10])[NH:11][c:12]2[s:13][cH:14][cH:15][n:16]2)[cH:6][cH:7]1. The reactants are C(=O)NC=1SC=C(N1)C(C(=O)NC1[C@@H]2N(C(=C(CS2)Cl)C(=O)O)C1=O)=NOCCNC(=O)OC(C)(C)C (7-[2-(2-Formamidothiazol-4-yl)-2-(2-tert-butoxycarbonylaminoethoxyimino)acetamido]-3-chloro-3-cephem-4-carboxylic acid), Cl (hydrochloric acid). Solvent: CO (methanol). The product is Cl.Cl.NC=1SC=C(N1)C(C(=O)NC1[C@@H]2N(C(=C(CS2)Cl)C(=O)O)C1=O)=NOCCN (7-[2-(2-aminothiazol-4-yl)-2-(2-aminoethoxyimino)acetamido]-3-chloro-3-cephem-4-carboxylic acid dihydrochloride). The yield is 187.2%. Reaction SMILES: C([NH:3][C:4]1[S:5][CH:6]=[C:7]([C:9](=[N:26][O:27][CH2:28][CH2:29][NH:30]C(OC(C)(C)C)=O)[C:10]([NH:12][CH:13]2[C:24](=[O:25])[N:15]3[C:16]([C:21]([OH:23])=[O:22])=[C:17]([Cl:20])[CH2:18][S:19][C@H:14]23)=[O:11])[N:8]=1)=O.[ClH:38]>CO>[ClH:20].[ClH:38].[NH2:3][C:4]1[S:5][CH:6]=[C:7]([C:9](=[N:26][O:27][CH2:28][CH2:29][NH2:30])[C:10]([NH:12][CH:13]2[C:24](=[O:25])[N:15]3[C:16]([C:21]([OH:23])=[O:22])=[C:17]([Cl:20])[CH2:18][S:19][C@H:14]23)=[O:11])[N:8]=1 |f:3.4.5|. Reported procedure: 7-[2-(2-Formamidothiazol-4-yl)-2-(2-tert-butoxycarbonylaminoethoxyimino)acetamido]-3-chloro-3-cephem-4-carboxylic acid (syn isomer, 1.3 g.), conc.hydrochloric acid (1.2 g.) and methanol (20 ml.) were treated in similar manner to that of Example 11-(3) to give 7-[2-(2-aminothiazol-4-yl)-2-(2-aminoethoxyimino)acetamido]-3-chloro-3-cephem-4-carboxylic acid dihydrochloride (syn isomer, 1.1 g.).